Dataset: the Open Reaction Database (ORD), a public repository of structured organic reaction records. Task: describe an organic reaction: reactants, conditions, products, and yield Reactants: [Si](C)(C)(C(C)(C)C)OC=1C=C(C2=C(C(OC[C@@H](C(N[C@@H](CSC2)C(=O)OC)=O)NC(=O)OC(C)(C)C)=O)C1C)O[Si](C)(C)C(C)(C)C (tert-butyl (4R, 7S)-12,14-bis(tert-butyldimethylsilyloxy)-1,3,4,5,6,7,8,10-octahydro-4-(methoxycarbonyl)-11-methyl-6,10-dioxo-9,2,5-benzoxathiaazacyclododecine-7-carbamate), [BH4-].[Na+] (sodium borohydride), ice. The solvent is CO.O1CCCC1 (methanol tetrahydro-furan), CO (methanol). Run at temperature 0 celsius, time 30 minute. The product is [Si](C)(C)(C(C)(C)C)OC=1C=C(C2=C(C(OC[C@@H](C(N[C@@H](CSC2)CO)=O)NC(=O)OC(C)(C)C)=O)C1C)O[Si](C)(C)C(C)(C)C (tert-butyl (4R, 7S)-12, 14-bis (tert-butyldimethylsilyloxy)-1,3,4,5,6,7,8, 10-octahydro-4-hydroxymethyl-11-methyl-6,10-dioxo-9,2,5-benzoxathiaazacyclododecine-7-carbamate). Isolated yield 88.0%. As a reaction SMILES: [BH4-].[Na+].[Si:3]([O:10][C:11]1[CH:12]=[C:13]([O:42][Si:43]([C:46]([CH3:49])([CH3:48])[CH3:47])([CH3:45])[CH3:44])[C:14]2[CH2:25][S:24][CH2:23][C@@H:22]([C:26](OC)=[O:27])[NH:21][C:20](=[O:30])[C@@H:19]([NH:31][C:32]([O:34][C:35]([CH3:38])([CH3:37])[CH3:36])=[O:33])[CH2:18][O:17][C:16](=[O:39])[C:15]=2[C:40]=1[CH3:41])([C:6]([CH3:9])([CH3:8])[CH3:7])([CH3:5])[CH3:4]>CO.CO.O1CCCC1>[Si:3]([O:10][C:11]1[CH:12]=[C:13]([O:42][Si:43]([C:46]([CH3:49])([CH3:48])[CH3:47])([CH3:44])[CH3:45])[C:14]2[CH2:25][S:24][CH2:23][C@@H:22]([CH2:26][OH:27])[NH:21][C:20](=[O:30])[C@@H:19]([NH:31][C:32]([O:34][C:35]([CH3:36])([CH3:37])[CH3:38])=[O:33])[CH2:18][O:17][C:16](=[O:39])[C:15]=2[C:40]=1[CH3:41])([C:6]([CH3:9])([CH3:7])[CH3:8])([CH3:4])[CH3:5] |f:0.1,4.5|. Procedure details: To a solution of 114 mg of sodium borohydride in 1.5 ml of 80% aqueous methanol, cooled to 0° C., was added within 5 minutes a solution of 214 mg of tert-butyl (4R, 7S)-12,14-bis(tert-butyldimethylsilyloxy)-1,3,4,5,6,7,8,10-octahydro-4-(methoxycarbonyl)-11-methyl-6,10-dioxo-9,2,5-benzoxathiaazacyclododecine-7-carbamate in 1.5 ml of methanol/tetrahydro-furan (1:1, v/v). The solution was stirred at 0° C. for 30 minutes, and then poured into ice-cold 0.5N hydrochloric acid. The mixture was extracte...